This data is from the Open Reaction Database (ORD), a public repository of structured organic reaction records. The task is: describe an organic reaction: reactants, conditions, products, and yield Reactants: C1CCOC1, C[Si](C)(C)[N-][Si](C)(C)C, Cc1nc(N)cc(-c2nccnc2F)n1, CS(=O)(=O)Nc1cc(N)cnc1Cl, [Na+]. Yields the product Cc1nc(N)cc(-c2nccnc2Nc2cnc(Cl)c(NS(C)(=O)=O)c2)n1. RXN SMILES: [CH2:39]1[O:40][CH2:41][CH2:42][CH2:43]1.[CH3:15][Si:16]([N-:17][Si:18]([CH3:19])([CH3:20])[CH3:21])([CH3:22])[CH3:23].[F:24][c:25]1[c:26](-[c:31]2[cH:32][c:33]([NH2:38])[n:34][c:35]([CH3:37])[n:36]2)[n:27][cH:28][cH:29][n:30]1.[NH2:1][c:2]1[cH:3][c:4]([NH:9][S:10](=[O:11])(=[O:12])[CH3:13])[c:5]([Cl:8])[n:6][cH:7]1.[Na+:14]>>[NH:1]([c:2]1[cH:3][c:4]([NH:9][S:10](=[O:11])(=[O:12])[CH3:13])[c:5]([Cl:8])[n:6][cH:7]1)[c:25]1[c:26](-[c:31]2[cH:32][c:33]([NH2:38])[n:34][c:35]([CH3:37])[n:36]2)[n:27][cH:28][cH:29][n:30]1.